This data is from the Open Reaction Database (ORD), a public repository of structured organic reaction records. The task is: describe an organic reaction: reactants, conditions, products, and yield Starting materials: B, COc1cc2nccc(Oc3ccc(NC(=O)COc4c(C)cccc4C)cc3C)c2cc1OC, Cl, [Na+], C1CCOC1, C1CCOC1, [OH-]. Yields the product COc1cc2nccc(Oc3ccc(NCCOc4c(C)cccc4C)cc3C)c2cc1OC. As a reaction SMILES: [BH3:41].[CH3:1][O:2][c:3]1[cH:4][c:5]2[c:6]([O:15][c:16]3[c:17]([CH3:35])[cH:18][c:19]([NH:22][C:23]([CH2:24][O:25][c:26]4[c:27]([CH3:33])[cH:28][cH:29][cH:30][c:31]4[CH3:32])=[O:34])[cH:20][cH:21]3)[cH:7][cH:8][n:9][c:10]2[cH:11][c:12]1[O:13][CH3:14].[ClH:42].[Na+:44].[O:36]1[CH2:37][CH2:38][CH2:39][CH2:40]1.[O:45]1[CH2:46][CH2:47][CH2:48][CH2:49]1.[OH-:43]>>[CH3:1][O:2][c:3]1[cH:4][c:5]2[c:6]([O:15][c:16]3[c:17]([CH3:35])[cH:18][c:19]([NH:22][CH2:23][CH2:24][O:25][c:26]4[c:27]([CH3:33])[cH:28][cH:29][cH:30][c:31]4[CH3:32])[cH:20][cH:21]3)[cH:7][cH:8][n:9][c:10]2[cH:11][c:12]1[O:13][CH3:14].